Dataset: the Open Reaction Database (ORD), a public repository of structured organic reaction records. Task: describe an organic reaction: reactants, conditions, products, and yield Reactants: C(C1=CC=CC=C1)N(S(=O)(=O)C1=C(C=CC=C1)C(F)(F)F)CC(=O)NNC(C1=CC(=CC=C1)S(=O)(=O)C)=O (N-benzyl-N-{2-[N′-(3-methanesulfonyl-benzoyl)-hydrazino]-2-oxo-ethyl}-2-trifluoromethyl-benzenesulfonamide), P(=O)(Cl)(Cl)Cl (phosphorus oxychloride). Run at temperature 110 celsius, time 18 hour. The product is C(C1=CC=CC=C1)N(S(=O)(=O)C1=C(C=CC=C1)C(F)(F)F)CC=1OC(=NN1)C1=CC(=CC=C1)S(=O)(=O)C (N-benzyl-N-[5-(3-methanesulfonyl-phenyl)-[1,3,4]oxadiazol-2-ylmethyl]-2-trifluoromethyl-benzenesulfonamide). Isolated yield 68.8%. RXN SMILES: [CH2:1]([N:8]([CH2:22][C:23]([NH:25][NH:26][C:27](=O)[C:28]1[CH:33]=[CH:32][CH:31]=[C:30]([S:34]([CH3:37])(=[O:36])=[O:35])[CH:29]=1)=[O:24])[S:9]([C:12]1[CH:17]=[CH:16][CH:15]=[CH:14][C:13]=1[C:18]([F:21])([F:20])[F:19])(=[O:11])=[O:10])[C:2]1[CH:7]=[CH:6][CH:5]=[CH:4][CH:3]=1.P(Cl)(Cl)(Cl)=O>>[CH2:1]([N:8]([CH2:22][C:23]1[O:24][C:27]([C:28]2[CH:33]=[CH:32][CH:31]=[C:30]([S:34]([CH3:37])(=[O:36])=[O:35])[CH:29]=2)=[N:26][N:25]=1)[S:9]([C:12]1[CH:17]=[CH:16][CH:15]=[CH:14][C:13]=1[C:18]([F:21])([F:20])[F:19])(=[O:10])=[O:11])[C:2]1[CH:7]=[CH:6][CH:5]=[CH:4][CH:3]=1. Procedure details: A mixture of N-benzyl-N-{2-[N′-(3-methanesulfonyl-benzoyl)-hydrazino]-2-oxo-ethyl}-2-trifluoromethyl-benzenesulfonamide (111 mg) and phosphorus oxychloride (1.5 g) was stirred for 18 h at 110° C. and then was concentrated under reduced pressure. The product was purified by chromatography (SiO2, cyclohexane/ethyl acetate 1:1 to ethyl acetate) to give N-benzyl-N-[5-(3-methanesulfonyl-phenyl)-[1,3,4]oxadiazol-2-ylmethyl]-2-trifluoromethyl-benzenesulfonamide (74 mg) as a colorless foam. MS: 552.3 ([... Starting materials: CO, N#Cc1ccc(CCc2cc(Cl)ccc2-c2nc3ccccc3n2CC2CCCCC2)cc1, [K+], [OH-], O. Product: O=C(O)c1ccc(CCc2cc(Cl)ccc2-c2nc3ccccc3n2CC2CCCCC2)cc1. RXN SMILES: [CH3:36][OH:37].[Cl:1][c:2]1[cH:3][cH:4][c:5](-[c:18]2[n:19][c:20]3[c:21]([n:22]2[CH2:23][CH:24]2[CH2:25][CH2:26][CH2:27][CH2:28][CH2:29]2)[cH:30][cH:31][cH:32][cH:33]3)[c:6]([CH2:8][CH2:9][c:10]2[cH:11][cH:12][c:13]([C:14]#[N:15])[cH:16][cH:17]2)[cH:7]1.[K+:35].[OH-:34].[OH2:38]>>[Cl:1][c:2]1[cH:3][cH:4][c:5](-[c:18]2[n:19][c:20]3[c:21]([n:22]2[CH2:23][CH:24]2[CH2:25][CH2:26][CH2:27][CH2:28][CH2:29]2)[cH:30][cH:31][cH:32][cH:33]3)[c:6]([CH2:8][CH2:9][c:10]2[cH:11][cH:12][c:13]([C:14](=[O:34])[OH:37])[cH:16][cH:17]2)[cH:7]1. Reactants: C(C=C)OC1=CC=C(C=C1)CC(=O)OC (methyl 4-alloxyphenylacetate), ClC1=C(C=CC=C1)Cl (ortho-dichlorobenzene). Product: C(C=C)C=1C=C(C=CC1O)CC(=O)OC (methyl 3-allyl-4-hydroxyphenylacetate). As a reaction SMILES: C([O:4][C:5]1[CH:10]=[CH:9][C:8]([CH2:11][C:12]([O:14][CH3:15])=[O:13])=[CH:7][CH:6]=1)C=C.Cl[C:17]1[CH:22]=CC=C[C:18]=1Cl>>[CH2:22]([C:10]1[CH:9]=[C:8]([CH2:11][C:12]([O:14][CH3:15])=[O:13])[CH:7]=[CH:6][C:5]=1[OH:4])[CH:17]=[CH2:18]. Procedure details: A solution of methyl 4-alloxyphenylacetate (3.1 grams) in dry ortho-dichlorobenzene (50 mL) was refluxed for 25 hours. The solvent was removed under reduced pressure, and the residue was purified by chromatography (silica gel, 50% methylene chloride in hexane) to afford the tittle compound. Starting materials: [C-]#N, [C-]#N, CN(C)C=O, CCOC(C)=O, Clc1ccc(Cl)nc1, ClCCl, [Zn+2], [Zn]. Product: N#Cc1ccc(Cl)cn1. RXN SMILES: [C-:23]#[N:24].[C-:26]#[N:27].[CH3:12][N:13]([CH3:14])[CH:15]=[O:16].[CH3:17][CH2:18][O:19][C:20](=[O:21])[CH3:22].[Cl:1][c:2]1[n:3][cH:4][c:5]([Cl:8])[cH:6][cH:7]1.[Cl:9][CH2:10][Cl:11].[Zn+2:25].[Zn:28]>>[c:2]1([C:12]#[N:13])[n:3][cH:4][c:5]([Cl:8])[cH:6][cH:7]1. The reactants are C(C)(C)(C)OC(N[C@@H](CC(NNC1=NC=CC=2N1N=CN2)=O)CC2=C(C=C(C(=C2)F)F)F)=O (tert-butyl[(1R)-3-oxo-3-(2-[1,2,4]triazolo[1,5-c]pyrimidin-5-ylhydrazino)-1-(2,4,5-trifluorobenzyl)propyl]carbamate), C(C)(=O)O (acetic acid). Yields the product N=1N=C(N2C1N1C(C=C2)=NC=N1)C[C@@H](CC1=C(C=C(C(=C1)F)F)F)NC(C)=O (N-[(1R)-2-Bis [1,2,4]triazolo[1,5-c:4′,3′-a]pyrimidin-3-yl-1-(2,4,5-trifluorobenzyl)ethyl]acetamide). RXN SMILES: C([O:5][C:6](=O)[NH:7][C@H:8]([CH2:23][C:24]1[CH:29]=[C:28]([F:30])[C:27]([F:31])=[CH:26][C:25]=1[F:32])[CH2:9][C:10](=O)[NH:11][NH:12][C:13]1[N:18]2[N:19]=[CH:20][N:21]=[C:17]2[CH:16]=[CH:15][N:14]=1)(C)(C)C.[C:34](O)(=O)C>>[N:12]1[N:11]=[C:10]([CH2:9][C@H:8]([NH:7][C:6](=[O:5])[CH3:34])[CH2:23][C:24]2[CH:29]=[C:28]([F:30])[C:27]([F:31])=[CH:26][C:25]=2[F:32])[N:14]2[CH:15]=[CH:16][C:17]3=[N:21][CH:20]=[N:19][N:18]3[C:13]=12. Procedure details: A solution of 93.1 mg (0.2 mmol) of tert-butyl[(1R)-3-oxo-3-(2-[1,2,4]triazolo[1,5-c]pyrimidin-5-ylhydrazino)-1-(2,4,5-trifluorobenzyl)propyl]carbamate in 10 mL of glacial acetic acid was stirred at reflux under nitrogen for 40 h. The cooled solution was concentrated, and the residue was partitioned between 5 mL of ethyl acetate and 3 mL of saturated sodium carbonate aqueous solution. The organic phase was dried over magnesium sulfate, filtered, and concentrated to dryness. The residue was purif...